This data is from the Open Reaction Database (ORD), a public repository of structured organic reaction records. The task is: describe an organic reaction: reactants, conditions, products, and yield Reactants: C(C)(=O)OCC1=C(N2C([C@H]([C@H]2SC1)NC(=S)N=CN(C)C)=O)C(=O)OC(C1=CC=CC=C1)C1=CC=CC=C1 ((6R-trans)-3-[(acetyloxy)methyl]-7-[[[[(dimethylamino)methylene]amino]thioxomethyl]amino]-8-oxo-5-thia-1-azabicyclo[4.2.0]oct-2-ene-2-carboxylic acid, diphenylmethyl ester), C(CC)(=O)Cl (propionyl chloride), [I-].[Na+] (sodium iodide), N1=CC=CC=C1 (pyridine). Solvent: ClCCl (dichloromethane). Conditions: time 90 minute. Yields the product C(C)(=O)OCC1=C(N2C([C@H]([C@H]2SC1)NC=1SC(=CN1)C(C)=O)=O)C(=O)OC(C1=CC=CC=C1)C1=CC=CC=C1 ((6-R-trans)-3-[(Acetyloxy)methyl]-7-[(5-acetyl-2-thiazolyl)amino]-8-oxo-5-thia-1-azabicyclo[4.2.0]oct-2-ene-2-carboxylic acid, diphenylmethyl ester). The yield is 70.1%. Reaction SMILES: [C:1]([O:4][CH2:5][C:6]1[CH2:13][S:12][C@H:11]2[N:8]([C:9](=[O:22])[C@H:10]2[NH:14][C:15]([N:17]=[CH:18]N(C)C)=[S:16])[C:7]=1[C:23]([O:25][CH:26]([C:33]1[CH:38]=[CH:37][CH:36]=[CH:35][CH:34]=1)[C:27]1[CH:32]=[CH:31][CH:30]=[CH:29][CH:28]=1)=[O:24])(=[O:3])[CH3:2].[C:39](Cl)(=[O:42])[CH2:40]C.[I-].[Na+].N1C=CC=C[CH:47]=1>ClCCl>[C:1]([O:4][CH2:5][C:6]1[CH2:13][S:12][C@H:11]2[N:8]([C:9](=[O:22])[C@H:10]2[NH:14][C:15]2[S:16][C:47]([C:39](=[O:42])[CH3:40])=[CH:18][N:17]=2)[C:7]=1[C:23]([O:25][CH:26]([C:33]1[CH:34]=[CH:35][CH:36]=[CH:37][CH:38]=1)[C:27]1[CH:32]=[CH:31][CH:30]=[CH:29][CH:28]=1)=[O:24])(=[O:3])[CH3:2] |f:2.3|. Procedure details: A mixture of 585 mg of (6R-trans)-3-[(acetyloxy)methyl]-7-[[[[(dimethylamino)methylene]amino]thioxomethyl]amino]-8-oxo-5-thia-1-azabicyclo[4.2.0]oct-2-ene-2-carboxylic acid, diphenylmethyl ester, 127 mg of propionyl chloride, 188 mg of sodium iodide and 15 ml of acetontrile was stirred for 90 minutes, then 99 mg of pyridine was added. This mixture was stirred for 90 minutes, then dichloromethane was added and the mixture was refluxed for 20 minutes. The solution was washed with 10% hydrochloric ... Reactants: FC1=C(C(=O)O)C(=C(C(=C1F)C(=O)O)F)F (perfluoroterephthalic acid), B (Borane). The solvent is C1CCOC1 (THF), C1CCOC1 (THF). Product: FC1=C(C(=C(C(=C1F)C)F)F)C (2,3,5,6-tetrafluoro-p-xylene). RXN SMILES: [F:1][C:2]1[C:10]([F:11])=[C:9]([C:12](O)=O)[C:8]([F:15])=[C:7]([F:16])[C:3]=1[C:4](O)=O.B>C1COCC1>[F:1][C:2]1[C:10]([F:11])=[C:9]([CH3:12])[C:8]([F:15])=[C:7]([F:16])[C:3]=1[CH3:4]. Procedure: To a stirred solution of perfluoroterephthalic acid (1.0 g, 4.2 mmol) in anhydrous THF (10 ml) under an atmosphere of dry argon was added Borane. THF complex (1.0M solution in THF, 10 equivalents, 42 ml) dropwise, and the mixture stirred at room temperature overnight. The solution was evaporated under reduced pressure to give a colourless oil and the excess Borane destroyed by addition of anhydrous methanol (40 ml) and evaporation (repeated three times). The residue was treated with 5% aqueous h... Starting materials: FC1=C(C(=O)CC(=O)OCC)C=C(C(=C1F)F)F (2-(2,3,4,5-tetrafluorobenzoyl)acetic acid, ethyl ester), C(C)OC(OCC)OCC (triethylorthoformate), C(C)(=O)OC(C)=O (acetic anhydride), NC1=CC=CC=C1 (aniline). Solvent: C(C)(C)O (isopropyl alcohol). The product is FC=1C(C(C(=C(C1F)F)F)=C(C)OCC)C(C(=O)OCC)C=O (2,3,4,5,-tetrafluoro-β-oxo-α-1-ethoxyethylidene-phenylpropanoic acid, ethyl ester). The yield is 76.0%. RXN SMILES: [F:1][C:2]1[C:15]([F:16])=[C:14]([F:17])[C:13]([F:18])=[CH:12][C:3]=1[C:4]([CH2:6]C(OCC)=O)=[O:5].C(O[CH:22]([O:26]CC)[O:23][CH2:24][CH3:25])C.[C:29](OC(=O)C)(=[O:31])[CH3:30].N[C:37]1C=CC=C[CH:38]=1>C(O)(C)C>[F:18][C:13]1[CH:12]([CH:30]([CH:29]=[O:31])[C:22]([O:23][CH2:24][CH3:25])=[O:26])[C:3](=[C:4]([O:5][CH2:37][CH3:38])[CH3:6])[C:2]([F:1])=[C:15]([F:16])[C:14]=1[F:17]. Reported procedure: To 3.0 g (11.33 mmol) of 2-(2,3,4,5-tetrafluorobenzoyl)acetic acid, ethyl ester was added 2.49 g of triethylorthoformate and 2.76 g of acetic anhydride. The mixture was refluxed for two hours and was concentrated under high vacuum at 80° C. to dryness. The residual oil was treated with 1.05 g (1.0 equivalent) of aniline dissolved in 70 ml of isopropyl alcohol. After 24 hours the mixture was concentrated and the solid triturated with hexane. Filtration gave 2.88 g of 2,3,4,5,-tetrafluoro-β-oxo-α-... The reactants are ClCCOC1=NNC2=NC=NC(=C21)NC2=CC(=C(C=C2)OCC2=NC=CC=C2)Cl (3-(2-chloroethoxy)-N-[3-chloro-4-(pyridin-2-ylmethoxy)phenyl]-1H-pyrazolo[3,4-d]pyrimidin-4-amine), C(O)CN (ethanolamine). Product: ClC=1C=C(C=CC1OCC1=NC=CC=C1)NC1=C2C(=NC=N1)NN=C2OCCNCCO (2-({2-[(4-{[3-chloro-4-(pyridin-2-ylmethoxy)phenyl]amino}-1H-pyrazolo[3,4-d]pyrimidin-3-yl)oxy]ethyl}amino)ethanol). The yield is 28.0%. RXN SMILES: Cl[CH2:2][CH2:3][O:4][C:5]1[C:13]2[C:8](=[N:9][CH:10]=[N:11][C:12]=2[NH:14][C:15]2[CH:20]=[CH:19][C:18]([O:21][CH2:22][C:23]3[CH:28]=[CH:27][CH:26]=[CH:25][N:24]=3)=[C:17]([Cl:29])[CH:16]=2)[NH:7][N:6]=1.[CH2:30]([CH2:32][NH2:33])[OH:31]>>[Cl:29][C:17]1[CH:16]=[C:15]([NH:14][C:12]2[N:11]=[CH:10][N:9]=[C:8]3[NH:7][N:6]=[C:5]([O:4][CH2:3][CH2:2][NH:33][CH2:32][CH2:30][OH:31])[C:13]=23)[CH:20]=[CH:19][C:18]=1[O:21][CH2:22][C:23]1[CH:28]=[CH:27][CH:26]=[CH:25][N:24]=1. Reported procedure: The procedure described in Example 23 was repeated using 3-(2-chloroethoxy)-N-[3-chloro-4-(pyridin-2-ylmethoxy)phenyl]-1H-pyrazolo[3,4-d]pyrimidin-4-amine and ethanolamine to give the title compound in 28% yield; NMR Spectrum: 2.68 (t, 2H), 2.98-3.00 (m, 2H), 3.46-3.49 (m, 2H), 4.36 (t, 2H), 5.29 (s, 2H), 7.23 (d, 1H), 7.37 (t, 1H), 7.54-7.58 (m, 2H), 7.86-7.93 (m, 2H), 8.27 (s, 1H), 8.59 (d, 1H), 8.65 (br s, 1H); Mass Spectrum: 456 (MH+). The reactants are Cl (hydrochloric acid), O (water), [OH-].[K+] (potassium hydroxide), COC(C1=C(C(=NC(=C1)Cl)Cl)N)=O (3-Amino-2,6-dichloroisonicotinic acid methyl ester). Run in C(C)O (ethanol). Run at time 1.5 hour. Product: NC1=C(C(=O)O)C=C(N=C1Cl)Cl (3-amino-2,6-dichloroisonicotinic acid). The yield is 97.5%. Reaction SMILES: C[O:2][C:3](=[O:13])[C:4]1[CH:9]=[C:8]([Cl:10])[N:7]=[C:6]([Cl:11])[C:5]=1[NH2:12].O.[OH-].[K+].Cl>C(O)C>[NH2:12][C:5]1[C:6]([Cl:11])=[N:7][C:8]([Cl:10])=[CH:9][C:4]=1[C:3]([OH:13])=[O:2] |f:2.3|. Procedure: 3-Amino-2,6-dichloroisonicotinic acid methyl ester (460 mg) was dissolved in ethanol (8 mL), water (2 mL) and potassium hydroxide (234 mg) was added. The solution was stirred for 20 minutes at room temperature and for 1.5 hours under reflux. After cooling to room temperature, 2N hydrochloric acid was added to adjust the pH-value to −3 and the so-formed yellow precipitate was extracted 3× with ethyl acetate. The combined organic layer was washed with brine, dried over MgSO4 and concentrated in va... Reaction SMILES: [CH:1]([C:5]1[CH:13]=[CH:12][C:8]2[O:9][CH2:10][O:11][C:7]=2[CH:6]=1)=[CH:2][CH2:3][CH3:4].[SH:14][CH2:15][C:16]([OH:18])=[O:17]>C(OCC)(=O)C>[O:9]1[C:8]2[CH:12]=[CH:13][C:5]([CH2:1][CH:2]([S:14][CH2:15][C:16]([OH:18])=[O:17])[CH2:3][CH3:4])=[CH:6][C:7]=2[O:11][CH2:10]1. The solvent is C(C)(=O)OCC (ethyl acetate). Reactants: C(=CCC)C1=CC2=C(OCO2)C=C1 (5-(1-butenyl)-1,3-benzodioxole), SCC(=O)O (mercaptoacetic acid). Procedure: 2.2 g of 5-(1-butenyl)-1,3-benzodioxole and 5.4 g of mercaptoacetic acid were heated at 60° C. for 3 h. The reaction mixture was diluted with ethyl acetate, washed with water and an aqueous common salt solution and dried over magnesium sulfate. The solvent was distilled off and the product was separated according to silica gel column chromatography (chloroform) to obtain 1.8 g of the intended compound in the form of a colorless oil. The yield is 53.7%. Yields the product O1COC2=C1C=CC(=C2)CC(CC)SCC(=O)O ([[1-{(1,3-Benzodioxol-5-yl)methyl}propyl]thio]acetic acid). Starting materials: Cc1cccc(C)c1OCc1noc(C2CCC2)c1CO, ClCCl, CC(C)OC(=O)N=NC(=O)OC(C)C, COC(=O)c1cc2ccc(-c3ccc(O)cc3)cc2cn1, c1ccc(P(c2ccccc2)c2ccccc2)cc1. Yields the product COC(=O)c1cc2ccc(-c3ccc(OCc4c(COc5c(C)cccc5C)noc4C4CCC4)cc3)cc2cn1. Reaction SMILES: [CH:41]1([c:45]2[c:46]([CH2:60][OH:61])[c:47]([CH2:50][O:51][c:52]3[c:53]([CH3:59])[cH:54][cH:55][cH:56][c:57]3[CH3:58])[n:48][o:49]2)[CH2:42][CH2:43][CH2:44]1.[Cl:76][CH2:77][Cl:78].[O:62]=[C:63]([O:64][CH:65]([CH3:66])[CH3:67])[N:68]=[N:69][C:70]([O:71][CH:72]([CH3:73])[CH3:74])=[O:75].[OH:1][c:2]1[cH:3][cH:4][c:5](-[c:8]2[cH:9][cH:10][c:11]3[cH:12][c:13]([C:18](=[O:19])[O:20][CH3:21])[n:14][cH:15][c:16]3[cH:17]2)[cH:6][cH:7]1.[c:22]1([P:23]([c:24]2[cH:25][cH:26][cH:27][cH:28][cH:29]2)[c:30]2[cH:31][cH:32][cH:33][cH:34][cH:35]2)[cH:36][cH:37][cH:38][cH:39][cH:40]1>>[O:1]([c:2]1[cH:3][cH:4][c:5](-[c:8]2[cH:9][cH:10][c:11]3[cH:12][c:13]([C:18](=[O:19])[O:20][CH3:21])[n:14][cH:15][c:16]3[cH:17]2)[cH:6][cH:7]1)[CH2:60][c:46]1[c:45]([CH:41]2[CH2:42][CH2:43][CH2:44]2)[o:49][n:48][c:47]1[CH2:50][O:51][c:52]1[c:53]([CH3:59])[cH:54][cH:55][cH:56][c:57]1[CH3:58]. Starting materials: CC(=O)OCc1ccc(C2=NCC(c3cc(Cl)cc(Cl)c3)(C(F)(F)F)C2)cc1Br, C[O-], CO, COC(C)(C)C, [Na+]. The product is OCc1ccc(C2=NCC(c3cc(Cl)cc(Cl)c3)(C(F)(F)F)C2)cc1Br. Reaction SMILES: [C:1](=[O:2])([CH3:3])[O:4][CH2:5][c:6]1[c:7]([Br:29])[cH:8][c:9]([C:12]2=[N:16][CH2:15][C:14]([C:17]([F:18])([F:19])[F:20])([c:21]3[cH:22][c:23]([Cl:28])[cH:24][c:25]([Cl:27])[cH:26]3)[CH2:13]2)[cH:10][cH:11]1.[CH3:30][O-:31].[CH3:33][OH:34].[CH3:35][O:36][C:37]([CH3:38])([CH3:39])[CH3:40].[Na+:32]>>[OH:4][CH2:5][c:6]1[c:7]([Br:29])[cH:8][c:9]([C:12]2=[N:16][CH2:15][C:14]([C:17]([F:18])([F:19])[F:20])([c:21]3[cH:22][c:23]([Cl:28])[cH:24][c:25]([Cl:27])[cH:26]3)[CH2:13]2)[cH:10][cH:11]1.